Dataset: the Open Reaction Database (ORD), a public repository of structured organic reaction records. Task: describe an organic reaction: reactants, conditions, products, and yield Reactants: CC(=C)CC (2-methyl-1-butene), C([C@@H]1[C@@H]2[C@@H]([C@H]([C@H](O1)O[C@@H]3[C@H](O[C@@H]([C@@H]([C@H]3O)O)O[C@@H]4[C@H](O[C@@H]([C@@H]([C@H]4O)O)O[C@@H]5[C@H](O[C@@H]([C@@H]([C@H]5O)O)O[C@@H]6[C@H](O[C@@H]([C@@H]([C@H]6O)O)O[C@@H]7[C@H](O[C@@H]([C@@H]([C@H]7O)O)O[C@@H]8[C@H](O[C@H](O2)[C@@H]([C@H]8O)O)CO)CO)CO)CO)CO)CO)O)O)O (β-cyclodextrin). Product: C([C@@H]1[C@@H]2[C@@H]([C@H]([C@H](O1)O[C@@H]3[C@H](O[C@@H]([C@@H]([C@H]3O)O)O[C@@H]4[C@H](O[C@@H]([C@@H]([C@H]4O)O)O[C@@H]5[C@H](O[C@@H]([C@@H]([C@H]5O)O)O[C@@H]6[C@H](O[C@@H]([C@@H]([C@H]6O)O)O[C@@H]7[C@H](O[C@@H]([C@@H]([C@H]7O)O)O[C@@H]8[C@H](O[C@H](O2)[C@@H]([C@H]8O)O)CO)CO)CO)CO)CO)CO)O)O)O.CC(=C)CC (β-cyclodextrin 2-methyl-1-butene). Reaction SMILES: [CH3:1][C:2]([CH2:4][CH3:5])=[CH2:3].[CH2:6]([OH:82])[C@H:7]1[O:12][C@@H:11]2[O:13][C@H:14]3[C@H:19]([OH:20])[C@@H:18]([OH:21])[C@@H:17]([O:22][C@H:23]4[C@H:28]([OH:29])[C@@H:27]([OH:30])[C@@H:26]([O:31][C@H:32]5[C@H:37]([OH:38])[C@@H:36]([OH:39])[C@@H:35]([O:40][C@H:41]6[C@H:46]([OH:47])[C@@H:45]([OH:48])[C@@H:44]([O:49][C@H:50]7[C@H:55]([OH:56])[C@@H:54]([OH:57])[C@@H:53]([O:58][C@H:59]8[C@H:65]([OH:66])[C@@H:64]([OH:67])[C@@H:62]([O:63][C@H:8]1[C@H:9]([OH:81])[C@H:10]2[OH:80])[O:61][C@@H:60]8[CH2:68][OH:69])[O:52][C@@H:51]7[CH2:70][OH:71])[O:43][C@@H:42]6[CH2:72][OH:73])[O:34][C@@H:33]5[CH2:74][OH:75])[O:25][C@@H:24]4[CH2:76][OH:77])[O:16][C@@H:15]3[CH2:78][OH:79]>>[CH2:72]([OH:73])[C@H:42]1[O:43][C@@H:44]2[O:49][C@H:50]3[C@H:55]([OH:56])[C@@H:54]([OH:57])[C@@H:53]([O:58][C@H:59]4[C@H:65]([OH:66])[C@@H:64]([OH:67])[C@@H:62]([O:63][C@H:8]5[C@H:9]([OH:81])[C@@H:10]([OH:80])[C@@H:11]([O:13][C@H:14]6[C@H:19]([OH:20])[C@@H:18]([OH:21])[C@@H:17]([O:22][C@H:23]7[C@H:28]([OH:29])[C@@H:27]([OH:30])[C@@H:26]([O:31][C@H:32]8[C@H:37]([OH:38])[C@@H:36]([OH:39])[C@@H:35]([O:40][C@H:41]1[C@H:46]([OH:47])[C@H:45]2[OH:48])[O:34][C@@H:33]8[CH2:74][OH:75])[O:25][C@@H:24]7[CH2:76][OH:77])[O:16][C@@H:15]6[CH2:78][OH:79])[O:12][C@@H:7]5[CH2:6][OH:82])[O:61][C@@H:60]4[CH2:68][OH:69])[O:52][C@@H:51]3[CH2:70][OH:71].[CH3:3][C:2]([CH2:4][CH3:5])=[CH2:1] |f:2.3|. Reported procedure: 100 ml of saturated β-cyclodextrin solution (1.8%) were cooled to 10° and mixed with 3 ml of 2-methyl-1-butene. The resulting difficultly soluble complex was precipitated with constant stirring in the ultrasonic bath. The deposit was obtained in crystalline form through freeze-drying and filtering. 2-methyl-1-butene content according to GC calculation: 0.82%